From a dataset of the Open Reaction Database (ORD), a public repository of structured organic reaction records. describe an organic reaction: reactants, conditions, products, and yield Reported procedure: To a solution of ammonium chloride (16.63 g, 311 mmol) in water (300 mL) are added iron (17.39 g, 311 mmol) and a solution of 1-fluoro-4-(4-nitrophenyl)sulfanyl-benzene (19.40 g, 78 mmol) in a mixture of methanol (100 mL) and tetrahydrofuran (100 mL). The resulting mixture is heated to 75° C. for 2.5 h and then cooled to room temperature. After addition of ethyl acetate (1 L), the mixture is stirred for 10 min the organic layer is decanted and collected. This procedure is repeated twice. The com... Reaction SMILES: [Cl-].[NH4+].[F:3][C:4]1[CH:9]=[CH:8][C:7]([S:10][C:11]2[CH:16]=[CH:15][C:14]([N+:17]([O-])=O)=[CH:13][CH:12]=2)=[CH:6][CH:5]=1.C(OCC)(=O)C>O.CO.O1CCCC1.[Fe]>[F:3][C:4]1[CH:9]=[CH:8][C:7]([S:10][C:11]2[CH:16]=[CH:15][C:14]([NH2:17])=[CH:13][CH:12]=2)=[CH:6][CH:5]=1 |f:0.1|. Isolated yield 84.6%. The reagents and catalysts are [Fe] (iron). Run at temperature 75 celsius, time 10 minute. The solvent is CO (methanol), O1CCCC1 (tetrahydrofuran), O (water). Yields the product FC1=CC=C(C=C1)SC1=CC=C(N)C=C1 (4-(4-fluorophenyl)sulfanylaniline). Starting materials: FC1=CC=C(C=C1)SC1=CC=C(C=C1)[N+](=O)[O-] (1-fluoro-4-(4-nitrophenyl)sulfanyl-benzene), C(C)(=O)OCC (ethyl acetate), [Cl-].[NH4+] (ammonium chloride). Starting materials: CN(C=O)C (dimethylformamide), C1NCC2(C3=CC=CC=C13)OC1=C(C2)C=CC=C1 (spiro[benzofuran-2(3H),4'(2'H)-isoquinoline]), C([O-])(O)=O.[Na+] (sodium bicarbonate), ClCC#N (chloroacetonitrile). Run in O (water). Yields the product C(#N)CN1CC2=CC=CC=C2C2(C1)OC1=C(C2)C=CC=C1 (2'-Cyanomethylspiro[benzofuran-2(3H),4'(2'H)-isoquinoline]). Reaction SMILES: CN(C)C=O.[CH2:6]1[C:15]2[C:10](=[CH:11][CH:12]=[CH:13][CH:14]=2)[C:9]2([CH2:19][C:18]3[CH:20]=[CH:21][CH:22]=[CH:23][C:17]=3[O:16]2)[CH2:8][NH:7]1.C(=O)(O)[O-].[Na+].Cl[CH2:30][C:31]#[N:32]>O>[C:31]([CH2:30][N:7]1[CH2:8][C:9]2([CH2:19][C:18]3[CH:20]=[CH:21][CH:22]=[CH:23][C:17]=3[O:16]2)[C:10]2[C:15](=[CH:14][CH:13]=[CH:12][CH:11]=2)[CH2:6]1)#[N:32] |f:2.3|. Reported procedure: To dry dimethylformamide is added spiro[benzofuran-2(3H),4'(2'H)-isoquinoline] (11.0 g), sodium bicarbonate (8.4 g) and chloroacetonitrile (6.8 g) and the mixture is heated to 70° for four hours. The dimethylformamide is evaporated to give an oil, which is stirred with water (300 ml) for 15 minutes and then extracted with ether/dichloromethane. The organic extract is washed with water (2X), saturated sodium chloride solution and then dried over anhydrous magnesium sulfate. After filtering, the s... The reactants are O=Cc1ccccc1, [Mg+2], COP(=O)(CN)OC, O=S(=O)([O-])[O-], c1ccccc1. The product is COP(=O)(CN=Cc1ccccc1)OC. As a reaction SMILES: [CH:1](=[O:2])[c:3]1[cH:4][cH:5][cH:6][cH:7][cH:8]1.[Mg+2:17].[NH2:9][CH2:10][P:11]([O:12][CH3:13])([O:14][CH3:15])=[O:16].[O-:18][S:19](=[O:20])(=[O:21])[O-:22].[cH:23]1[cH:24][cH:25][cH:26][cH:27][cH:28]1>>[CH:1]([c:3]1[cH:4][cH:5][cH:6][cH:7][cH:8]1)=[N:9][CH2:10][P:11]([O:12][CH3:13])([O:14][CH3:15])=[O:16].